This data is from the Open Reaction Database (ORD), a public repository of structured organic reaction records. The task is: describe an organic reaction: reactants, conditions, products, and yield Reactants: C1(C=2C(C(N1OCC1=C(C=CC=C1)/C(/C(=O)OC)=C\OC)=O)=CC=CC2)=O ((E)-methyl 2-[phthalimidooxymethylphenyl]-3-methoxypropenoate), O.NN (hydrazine hydrate). The solvent is C(C)OCC (diethyl ether), CO (methanol). Conditions: time 3 hour. Yields the product NOCC1=C(C=CC=C1)/C(/C(=O)OC)=C\OC ((E)-methyl 2-[2-aminooxymethylphenyl]-3 -methoxypropenoate). The yield is 93.0%. RXN SMILES: C1(=O)[N:5]([O:6][CH2:7][C:8]2[CH:13]=[CH:12][CH:11]=[CH:10][C:9]=2/[C:14](=[CH:19]\[O:20][CH3:21])/[C:15]([O:17][CH3:18])=[O:16])C(=O)C2=CC=CC=C12.O.NN>CO.C(OCC)C>[NH2:5][O:6][CH2:7][C:8]1[CH:13]=[CH:12][CH:11]=[CH:10][C:9]=1/[C:14](=[CH:19]\[O:20][CH3:21])/[C:15]([O:17][CH3:18])=[O:16] |f:1.2|. Procedure details: (E)-methyl 2-[phthalimidooxymethylphenyl]-3-methoxypropenoate (1.11 g, 3.02 mmol) (prepared as described in Example 4 of EP 0463488) was suspended in methanol (25 ml) at room temperature and hydrazine hydrate (0.151 g, 3.02 mmol) was added. The resulting solution was stirred for 3 hours. The white precipitate which formed was filtered off and the solvent removed to give a white semi-solid. This was diluted with diethyl ether, and the white solid filtered off to give (E)-methyl 2-[2-aminooxymethy...